The task is: describe an organic reaction: reactants, conditions, products, and yield. This data is from the Open Reaction Database (ORD), a public repository of structured organic reaction records. The reactants are NC1=CC=C2C(OC(=O)C2=C1)CCCC (6-Amino-3-butyl-phthalide). The reagents and catalysts are [Pd] (Pd—C). Run in C1(CCCCC1)=O (cyclohexanone), C(C)O (ethanol). The product is C(CCC)C1OC(=O)C2=CC(=CC=C12)NC1CCCCC1 (3-Butyl-6-(cyclohexylamino)-phthalide). RXN SMILES: [NH2:1][C:2]1[CH:11]=[C:10]2[C:5]([CH:6]([CH2:12][CH2:13][CH2:14][CH3:15])[O:7][C:8]2=[O:9])=[CH:4][CH:3]=1>C1(=O)CCCCC1.C(O)C.[Pd]>[CH2:12]([CH:6]1[C:5]2[C:10](=[CH:11][C:2]([NH:1][CH:2]3[CH2:11][CH2:10][CH2:5][CH2:4][CH2:3]3)=[CH:3][CH:4]=2)[C:8](=[O:9])[O:7]1)[CH2:13][CH2:14][CH3:15]. Procedure: Analogously to the method described in Example 14, 4.1 g (20.0 mmol) of compound obtained in Example 4 in 5 ml of cyclohexanone and 150 ml of 95% ethanol are added to 10% Pd—C catalyst and hydrogenated to give the title compound. Starting materials: C(O)([O-])=O.[Na+] (sodium hydrogencarbonate), NC1=CC=C(O1)C(=O)OC (methyl 5-aminofuran-2-carboxylate), N1=CC=CC=C1 (pyridine), C1(CC1)C(=O)Cl (cyclopropanecarbonyl chloride). The solvent is C(Cl)Cl (methylene chloride). Conditions: time 2 hour. The product is C1(CC1)C(=O)NC1=CC=C(O1)C(=O)OC (methyl 5-[(cyclopropylcarbonyl)amino]furan-2-carboxylate). Isolated yield 56.0%. RXN SMILES: [NH2:1][C:2]1[O:6][C:5]([C:7]([O:9][CH3:10])=[O:8])=[CH:4][CH:3]=1.N1C=CC=CC=1.[CH:17]1([C:20](Cl)=[O:21])[CH2:19][CH2:18]1.C(=O)([O-])O.[Na+]>C(Cl)Cl>[CH:17]1([C:20]([NH:1][C:2]2[O:6][C:5]([C:7]([O:9][CH3:10])=[O:8])=[CH:4][CH:3]=2)=[O:21])[CH2:19][CH2:18]1 |f:3.4|. Reported procedure: To a solution of methyl 5-aminofuran-2-carboxylate (1.0 g) and pyridine (1.2 mL) in methylene chloride (6.0 mL) is added dropwise cyclopropanecarbonyl chloride (0.78 mL) under ice-cooling and the mixture is stirred at room temperature for 2 hours. To the reaction mixture is added a saturated sodium hydrogencarbonate solution and the mixture is extracted with chloroform. The extract is dried over anhydrous sodium sulfate and concentrated in vacuo. The residue is purified by column chromatography ... Starting materials: BrC1=CC=C(C=C1)C(=CC)C=1C=NC=CC1 (1-(4-bromophenyl)-1-(3-pyridyl)-propene), BrN1C(CCC1=O)=O (N-bromosuccinimide). The solvent is C(Cl)(Cl)(Cl)Cl (carbontetrachloride). Reaction conditions: temperature 80 celsius. Yields the product BrC1=CC=C(C=C1)C(=CCBr)C=1C=NC=CC1 (3-(4-bromophenyl)-3-(3-pyridyl)allylbromide). Reaction SMILES: [Br:1][C:2]1[CH:7]=[CH:6][C:5]([C:8]([C:11]2[CH:12]=[N:13][CH:14]=[CH:15][CH:16]=2)=[CH:9][CH3:10])=[CH:4][CH:3]=1.[Br:17]N1C(=O)CCC1=O>C(Cl)(Cl)(Cl)Cl>[Br:1][C:2]1[CH:7]=[CH:6][C:5]([C:8]([C:11]2[CH:12]=[N:13][CH:14]=[CH:15][CH:16]=2)=[CH:9][CH2:10][Br:17])=[CH:4][CH:3]=1. Reported procedure: A mixture of 7.0 g (0.024 mol) of 1-(4-bromophenyl)-1-(3-pyridyl)-propene and 4.6 g (0.024 mol) of N-bromosuccinimide in 600 ml of carbontetrachloride was heated with stirring to 80° C. Then 0.5 g. of α,α-azabisbutyronitrile was added as radical initiator and the mixture was refluxed for 2 hours. After cooling to ambient temperature, the reaction mixture was filtered and the filtrate was evaporated in vacuo to 100 ml. NMR on the residual solution indicated a 1:1-mixture of the E- and Z-3-(4-brom... Starting materials: C(C)(C)(C)OC(=O)N1CCC2=C(CC1)C(=C(C=C2)Cl)SC(N(C)C)=O (3-tert-butoxycarbonyl-7-chloro-6-dimethylcarbamoylthio-2,3,4,5-tetrahydro-1H-benzo[d]azepine), BrCCCCC#N (5-bromovaleronitrile). Yields the product Cl.ClC1=C(C2=C(CCNCC2)C=C1)SCCCCC#N (7-Chloro-6-(4-cyanobutylthio)-2,3,4,5-tetrahydro-1H-benzo[d]azepine Hydrochloride). Reaction SMILES: C(OC([N:8]1[CH2:14][CH2:13][C:12]2[C:15]([S:20][C:21](=O)N(C)C)=[C:16]([Cl:19])[CH:17]=[CH:18][C:11]=2[CH2:10][CH2:9]1)=O)(C)(C)C.BrC[CH2:28][CH2:29][CH2:30][C:31]#[N:32]>>[ClH:19].[Cl:19][C:16]1[CH:17]=[CH:18][C:11]2[CH2:10][CH2:9][NH:8][CH2:14][CH2:13][C:12]=2[C:15]=1[S:20][CH2:21][CH2:28][CH2:29][CH2:30][C:31]#[N:32] |f:2.3|. Reported procedure: Use a method similar to the Example 387 to react 3-tert-butoxycarbonyl-7-chloro-6-dimethylcarbamoylthio-2,3,4,5-tetrahydro-1H-benzo[d]azepine with 5-bromovaleronitrile. Purify by preparative reverse phase HPLC (Column: Xterra Prep RP18 19×250 mm; Solvent A: 10 mM aqueous ammonium carbonate, Solvent B: acetonitrile; 30-100% B over 20 minutes; flow rate 25 mL/min). Use a method similar to the General Procedure 2-2 to give the title compound as an off-white solid. MS (APCI+) m/z: 295 (M+H)+. The reactants are ClC=1C=C(C=2NC(C3=C(N(C2N1)CC)N=CC=C3)=O)C (2-chloro-5,11-dihydro-11-ethyl-4-methyl-6H-dipyrido[3,2-b:2',3'-e][1,4]diazepin-6-one), OC1CNCC1 (3-hydroxypyrrolidine). The solvent is O (water). Conditions: temperature 170 celsius. Yields the product C(C)N1C2=C(NC(C3=C1N=CC=C3)=O)C(=CC(=N2)N2CC(CC2)O)C (5,11-Dihydro-11-ethyl-2-(3-hydroxypyrrolidin-1-yl)-4-methyl-6H-dipyrido[3,2-b:2',3'-e][1,4]diazepin-6-one). RXN SMILES: Cl[C:2]1[CH:3]=[C:4]([CH3:20])[C:5]2[NH:6][C:7](=[O:19])[C:8]3[CH:18]=[CH:17][CH:16]=[N:15][C:9]=3[N:10]([CH2:13][CH3:14])[C:11]=2[N:12]=1.[OH:21][CH:22]1[CH2:26][CH2:25][NH:24][CH2:23]1>O>[CH2:13]([N:10]1[C:9]2[N:15]=[CH:16][CH:17]=[CH:18][C:8]=2[C:7](=[O:19])[NH:6][C:5]2[C:4]([CH3:20])=[CH:3][C:2]([N:24]3[CH2:25][CH2:26][CH:22]([OH:21])[CH2:23]3)=[N:12][C:11]1=2)[CH3:14]. Procedure: A suspension of the 2-chloro-5,11-dihydro-11-ethyl-4-methyl-6H-dipyrido[3,2-b:2',3'-e][1,4]diazepin-6-one (0.14 g) in 3-hydroxypyrrolidine (0.29 g) in an open test tube was heated at 170° C. for 30 minutes. After cooling to room temperature the mixture was diluted with water and extracted with ethyl acetate. The organic phase was washed, dried, and evaporated. Chromatography over silica gel with ethyl acetate gave the title compound, which crystallized from ethyl acetate. Yield, 0.12 g, m.p. 131... The product is CC1CC(C)CN(S(=O)(=O)c2ccc(Cl)c(C(=O)NCCCC(=O)O)c2)C1. Reactants: CC(C)=O, CC1CC(C)CN(S(=O)(=O)c2ccc(Cl)c(C(=O)Cl)c2)C1, NCCCC(=O)O, [Na+], [OH-], O. RXN SMILES: [CH3:30][C:31](=[O:32])[CH3:33].[Cl:1][c:2]1[c:3]([C:4](=[O:5])[Cl:6])[cH:7][c:8]([S:11](=[O:12])(=[O:13])[N:14]2[CH2:15][CH:16]([CH3:21])[CH2:17][CH:18]([CH3:20])[CH2:19]2)[cH:9][cH:10]1.[NH2:22][CH2:23][CH2:24][CH2:25][C:26](=[O:27])[OH:28].[Na+:35].[OH-:34].[OH2:29]>>[Cl:1][c:2]1[c:3]([C:4](=[O:5])[NH:22][CH2:23][CH2:24][CH2:25][C:26](=[O:27])[OH:28])[cH:7][c:8]([S:11](=[O:12])(=[O:13])[N:14]2[CH2:15][CH:16]([CH3:21])[CH2:17][CH:18]([CH3:20])[CH2:19]2)[cH:9][cH:10]1. The reactants are [N+](=O)(O)[O-] (nitric acid), steel, F (hydrogen fluoride), ice, FC(=CC)F (1,1-difluoropropene). Conditions: time 6 hour. Product: CC(C(F)(F)F)[N+](=O)[O-] (1-methyl-2,2,2-trifluoronitroethane). Isolated yield 86.0%. Reaction SMILES: [N+:1]([O-:4])(O)=[O:2].[F:5][C:6]([F:9])=[CH:7][CH3:8].[FH:10]>>[CH3:8][CH:7]([N+:1]([O-:4])=[O:2])[C:6]([F:10])([F:9])[F:5]. Procedure details: 1400 ml of hydrogen fluoride (anhydrous) and 320 g of nitric acid (concentrated) were initially introduced into a stirred steel autoclave and cooled to -30° to -40° C. 390 g (5 mol) of 1,1-difluoropropene were passed in at this temperature. The reaction mixture was allowed to warm up to room temperature, was further stirred for 6 hours, and was then poured onto 2 kg of ice. The aqueous phase was extracted three times with 250 ml of dichloromethane and the combined organic phases were washed neut...